This data is from the Open Reaction Database (ORD), a public repository of structured organic reaction records. The task is: describe an organic reaction: reactants, conditions, products, and yield Starting materials: OCC=1C=C2C=C(NC2=C(C1)[N+](=O)[O-])C(=O)O (5-Hydroxymethyl-7-nitro-1H-indole-2-carboxylic acid), Cl.COC(C[C@H](CSCC1=CC=C(C=C1)OC)N)=O ((R)-3-amino-4-(4-methoxy-benzylsulfanyl)-butyric acid methyl ester hydrochloride). Yields the product COC(C[C@H]1N=C(SC1)C=1NC2=C(C=C(C=C2C1)CCl)[N+](=O)[O-])=O ((R)-2-[(5-chloromethyl-7-nitro-1H-indol-2-yl)-4,5-dihydro-thiazol-4-yl]acetic acid methylester). RXN SMILES: O[CH2:2][C:3]1[CH:4]=[C:5]2[C:9](=[C:10]([N+:12]([O-:14])=[O:13])[CH:11]=1)[NH:8][C:7]([C:15](O)=O)=[CH:6]2.[ClH:18].[CH3:19][O:20][C:21](=[O:36])[CH2:22][C@@H:23]([NH2:35])[CH2:24][S:25]CC1C=CC(OC)=CC=1>>[CH3:19][O:20][C:21](=[O:36])[CH2:22][C@@H:23]1[CH2:24][S:25][C:15]([C:7]2[NH:8][C:9]3[C:5]([CH:6]=2)=[CH:4][C:3]([CH2:2][Cl:18])=[CH:11][C:10]=3[N+:12]([O-:14])=[O:13])=[N:35]1 |f:1.2|. Procedure details: 5-Hydroxymethyl-7-nitro-1H-indole-2-carboxylic acid prepared in Preparation and (R)-3-amino-4-(4-methoxy-benzylsulfanyl)-butyric acid methyl ester hydrochloride prepared in Preparation 27 were reacted according to the same procedures as Steps B and C of Preparation 40 to give the title compound. Reactants: C(C1=CC=CC=C1)C1=C(C(=NC=C1)OC)NC(OC(C)(C)C)=O (tert-butyl (4-benzyl-2-methoxypyridin-3-yl)carbamate), Cl.C(C)(=O)OCC (hydrogen chloride ethyl acetate), C(C)(C)OC(C)C (diisopropyl ether). Solvent: C(C)(=O)OCC (ethyl acetate). Reaction conditions: time 8 hour. The product is C(C1=CC=CC=C1)C1=C(C(=NC=C1)OC)N (4-benzyl-2-methoxypyridin-3-amine). Isolated yield 50.8%. Reaction SMILES: [CH2:1]([C:8]1[CH:13]=[CH:12][N:11]=[C:10]([O:14][CH3:15])[C:9]=1[NH:16]C(=O)OC(C)(C)C)[C:2]1[CH:7]=[CH:6][CH:5]=[CH:4][CH:3]=1.Cl.C(OCC)(=O)C.C(OC(C)C)(C)C>C(OCC)(=O)C>[CH2:1]([C:8]1[CH:13]=[CH:12][N:11]=[C:10]([O:14][CH3:15])[C:9]=1[NH2:16])[C:2]1[CH:3]=[CH:4][CH:5]=[CH:6][CH:7]=1 |f:1.2|. Procedure: To a solution of tert-butyl (4-benzyl-2-methoxypyridin-3-yl)carbamate (25.4 g) in ethyl acetate (202 mL) was added 4N hydrogen chloride/ethyl acetate solution (202 mL) at room temperature, and the mixture was stirred overnight at room temperature, and then at 50° C. for 1 hr. To the reaction mixture was added diisopropyl ether at room temperature, and the obtained precipitate was collected by filtration, and washed with diisopropyl ether. Saturated aqueous sodium hydrogencarbonate solution was a... Reactants: C(CCC)C1=C(N=CN1)C(=O)O (5-butyl-4-imidazolecarboxylic acid), CC1=C(N=CN1)C(=O)O (5-methyl-4-imidazolecarboxylic acid). Yields the product OCC=1N=CNC1CCCC (4-hydroxymethyl-5-butylimidazole). As a reaction SMILES: [CH2:1]([C:5]1[NH:9][CH:8]=[N:7][C:6]=1[C:10](O)=[O:11])[CH2:2][CH2:3][CH3:4].CC1NC=NC=1C(O)=O>>[OH:11][CH2:10][C:6]1[N:7]=[CH:8][NH:9][C:5]=1[CH2:1][CH2:2][CH2:3][CH3:4]. Procedure: When 5-butyl-4-imidazolecarboxylic acid is substituted for 5-methyl-4-imidazolecarboxylic acid in the general procedure of Example 4, 4-hydroxymethyl-5-butylimidazole is produced. Starting materials: CC(=O)O[BH-](OC(C)=O)OC(C)=O, C=O, O=C(OCc1ccccc1)N1CC2CNC2C1, [Na+], O. Yields the product CN1CC2CN(C(=O)OCc3ccccc3)CC21. As a reaction SMILES: [C:20]([O:21][BH-:22]([O:23][C:24](=[O:25])[CH3:26])[O:27][C:28](=[O:29])[CH3:30])(=[O:31])[CH3:32].[CH2:18]=[O:19].[CH2:1]([c:2]1[cH:3][cH:4][cH:5][cH:6][cH:7]1)[O:8][C:9](=[O:10])[N:11]1[CH2:12][CH:13]2[CH2:14][NH:15][CH:16]2[CH2:17]1.[Na+:33].[OH2:34]>>[CH2:1]([c:2]1[cH:3][cH:4][cH:5][cH:6][cH:7]1)[O:8][C:9](=[O:10])[N:11]1[CH2:12][CH:13]2[CH2:14][N:15]([CH3:20])[CH:16]2[CH2:17]1. Starting materials: C(=O)(OC)C1=C(CCCC1)C1=NNC(=C1)C1=CC=CC=C1 (3-(2-carbomethoxy-1-cyclohexen-1-yl)-5-phenylpyrazole), [H-].[Na+] (sodium hydride), CI (methyl iodide). Run in O1CCCC1 (tetrahydrofuran). Product: CN1N=C(C=C1C1=CC=CC=C1)C1=C(CCCC1)C(=O)OC (1-methyl-3-(2-carbomethoxy-1-cyclohexen-1-yl)-5-phenylpyrazole). RXN SMILES: [C:1]([C:5]1[CH2:10][CH2:9][CH2:8][CH2:7][C:6]=1[C:11]1[CH:15]=[C:14]([C:16]2[CH:21]=[CH:20][CH:19]=[CH:18][CH:17]=2)[NH:13][N:12]=1)([O:3][CH3:4])=[O:2].[H-].[Na+].[CH3:24]I>O1CCCC1>[CH3:24][N:13]1[C:14]([C:16]2[CH:21]=[CH:20][CH:19]=[CH:18][CH:17]=2)=[CH:15][C:11]([C:6]2[CH2:7][CH2:8][CH2:9][CH2:10][C:5]=2[C:1]([O:3][CH3:4])=[O:2])=[N:12]1 |f:1.2|. Reported procedure: A mixture of 3.0 g 3-(2-carbomethoxy-1-cyclohexen-1-yl)-5-phenylpyrazole, 0.3 g of 50% sodium hydride-mineral oil slurry, and 1.0 g of methyl iodide in 50 ml of anhydrous tetrahydrofuran is stirred and refluxed overnite. The reaction mixture is filtered, and the solvent is evaporated from the filtrate to give 1-methyl-3-(2-carbomethoxy-1-cyclohexen-1-yl)-5-phenylpyrazole. The reactants are C1(CCCCC1)CN1N=C(C2=CC=CC(=C12)C(F)(F)F)C1=C(C=C(C=C1)OC)OC (1-(cyclohexylmethyl)-3-(2,4-dimethoxy-phenyl)-7-(trifluoromethyl)-1H-indazole), B(Br)(Br)Br (boron tribromide), C1=CCCCC1 (cyclohexene). The product is C1(CCCCC1)CN1N=C(C2=CC=CC(=C12)C(F)(F)F)C1=C(C=C(C=C1)O)O (4-[1-(cyclohexylmethyl)-7-(trifluoromethyl)-1H-indazol-3-yl]benzene-1,3-diol). The yield is 72.6%. Reaction SMILES: [CH:1]1([CH2:7][N:8]2[C:16]3[C:11](=[CH:12][CH:13]=[CH:14][C:15]=3[C:17]([F:20])([F:19])[F:18])[C:10]([C:21]3[CH:26]=[CH:25][C:24]([O:27]C)=[CH:23][C:22]=3[O:29]C)=[N:9]2)[CH2:6][CH2:5][CH2:4][CH2:3][CH2:2]1.B(Br)(Br)Br.C1CCCCC=1>>[CH:1]1([CH2:7][N:8]2[C:16]3[C:11](=[CH:12][CH:13]=[CH:14][C:15]=3[C:17]([F:20])([F:19])[F:18])[C:10]([C:21]3[CH:26]=[CH:25][C:24]([OH:27])=[CH:23][C:22]=3[OH:29])=[N:9]2)[CH2:6][CH2:5][CH2:4][CH2:3][CH2:2]1. Procedure: Prepared according to Method D step C from 1-(cyclohexylmethyl)-3-(2,4-dimethoxy-phenyl)-7-(trifluoromethyl)-1H-indazole (0.841 g, 2.0 mmol), boron tribromide (1.14 mL, 12 mmol) and 0.5 mL of cyclohexene to give the product (0.567 g) as an off-white solid. The reactants are O=C([O-])O, C1CSCCN1, C1CCOC1, O=[N+]([O-])c1cc(C(F)(F)F)ccc1F, [Na+]. The product is O=[N+]([O-])c1cc(C(F)(F)F)ccc1N1CCSCC1. RXN SMILES: [C:21](=[O:22])([OH:23])[O-:24].[CH2:15]1[CH2:16][S:17][CH2:18][CH2:19][NH:20]1.[CH2:26]1[O:27][CH2:28][CH2:29][CH2:30]1.[F:1][c:2]1[c:3]([N+:12](=[O:13])[O-:14])[cH:4][c:5]([C:8]([F:9])([F:10])[F:11])[cH:6][cH:7]1.[Na+:25]>>[c:2]1([N:20]2[CH2:15][CH2:16][S:17][CH2:18][CH2:19]2)[c:3]([N+:12](=[O:13])[O-:14])[cH:4][c:5]([C:8]([F:9])([F:10])[F:11])[cH:6][cH:7]1. Starting materials: ClC=1C(=C(C=CC1)[C@H]1[C@@H](N[C@H]([C@]1(C#N)C1=C(C=C(C=C1)Cl)F)CC(C)(C)C)C(=O)NC1=C(C=C(C(=O)O)C=C1)OC)F (4-((2R,3S,4R,5S)-3-(3-chloro-2-fluorophenyl)-4-(4-chloro-2-fluorophenyl)-4-cyano-5-neopentylpyrrolidine-2-carboxamido)-3-methoxybenzoic acid), OCC(=O)OC (methyl 2-hydroxyacetate). Yields the product COC(=O)COC(C1=CC(=C(C=C1)NC(=O)[C@@H]1N[C@H]([C@]([C@H]1C1=C(C(=CC=C1)Cl)F)(C#N)C1=C(C=C(C=C1)Cl)F)CC(C)(C)C)OC)=O (4-{[(2R,3S,4R,5S)-4-(4-chloro-2-fluoro-phenyl)-3-(3-chloro-2-fluoro-phenyl)-4-cyano-5-(2,2-dimethyl-propyl)-pyrrolidine-2-carbonyl]-amino}-3-methoxy-benzoic acid methoxycarbonylmethyl ester). RXN SMILES: [Cl:1][C:2]1[C:3]([F:42])=[C:4]([C@@H:8]2[C@:12]([C:15]3[CH:20]=[CH:19][C:18]([Cl:21])=[CH:17][C:16]=3[F:22])([C:13]#[N:14])[C@H:11]([CH2:23][C:24]([CH3:27])([CH3:26])[CH3:25])[NH:10][C@H:9]2[C:28]([NH:30][C:31]2[CH:39]=[CH:38][C:34]([C:35]([OH:37])=[O:36])=[CH:33][C:32]=2[O:40][CH3:41])=[O:29])[CH:5]=[CH:6][CH:7]=1.O[CH2:44][C:45]([O:47][CH3:48])=[O:46]>>[CH3:48][O:47][C:45]([CH2:44][O:36][C:35](=[O:37])[C:34]1[CH:38]=[CH:39][C:31]([NH:30][C:28]([C@H:9]2[C@H:8]([C:4]3[CH:5]=[CH:6][CH:7]=[C:2]([Cl:1])[C:3]=3[F:42])[C@:12]([C:15]3[CH:20]=[CH:19][C:18]([Cl:21])=[CH:17][C:16]=3[F:22])([C:13]#[N:14])[C@H:11]([CH2:23][C:24]([CH3:26])([CH3:27])[CH3:25])[NH:10]2)=[O:29])=[C:32]([O:40][CH3:41])[CH:33]=1)=[O:46]. Procedure: In a manner similar to the method described in Example 14, 4-((2R,3S,4R,5S)-3-(3-chloro-2-fluorophenyl)-4-(4-chloro-2-fluorophenyl)-4-cyano-5-neopentylpyrrolidine-2-carboxamido)-3-methoxybenzoic acid (prepared as described in US20100152190A1) was reacted with methyl 2-hydroxyacetate to give 4-{[(2R,3S,4R,5S)-4-(4-chloro-2-fluoro-phenyl)-3-(3-chloro-2-fluoro-phenyl)-4-cyano-5-(2,2-dimethyl-propyl)-pyrrolidine-2-carbonyl]-amino}-3-methoxy-benzoic acid methoxycarbonylmethyl ester. MS (ES+) m/z calc... Reactants: N1(CCCCC1)CCOC1=CC=C(C=NO)C=C1 (4-(2-piperidinoethoxy)benzaldoxime). The reagents and catalysts are [Ni] (Raney nickel). Solvent: N (ammonia). Product: N1(CCCCC1)CCOC1=CC=C(CN)C=C1 (4-(2-Piperidinoethoxy)benzylamine). The yield is 90.9%. RXN SMILES: [N:1]1([CH2:7][CH2:8][O:9][C:10]2[CH:18]=[CH:17][C:13]([CH:14]=[N:15]O)=[CH:12][CH:11]=2)[CH2:6][CH2:5][CH2:4][CH2:3][CH2:2]1>N.[Ni]>[N:1]1([CH2:7][CH2:8][O:9][C:10]2[CH:11]=[CH:12][C:13]([CH2:14][NH2:15])=[CH:17][CH:18]=2)[CH2:6][CH2:5][CH2:4][CH2:3][CH2:2]1. Reported procedure: A suspension of 32.3 g of 4-(2-piperidinoethoxy)benzaldoxime in 400 ml of 10% methanolic ammonia was hydrogenated over 3.6 g of Raney nickel catalyst at a pressure of 50 kg/cm2 and at 30° C. The catalyst was filtered off and the filtrate was evaporated. The residue was distilled to give 27.7 g of colorless oil, b.p. 185°-190° C. (6 mmHg). The reactants are ICC (iodoethan), C(C)(C)OC1=C(C(=CC=C1)N)N (3-isopropoxy-benzene-1,2-diamine). Product: C(C)OC1=C(C(=CC=C1)N)N (3-Ethoxy-benzene-1,2-diamine). RXN SMILES: ICC.[CH:4]([O:7][C:8]1[CH:13]=[CH:12][CH:11]=[C:10]([NH2:14])[C:9]=1[NH2:15])(C)[CH3:5]>>[CH2:4]([O:7][C:8]1[CH:13]=[CH:12][CH:11]=[C:10]([NH2:14])[C:9]=1[NH2:15])[CH3:5]. Procedure: Prepared from iodoethan in analogy to 3-isopropoxy-benzene-1,2-diamine.